Task: describe an organic reaction: reactants, conditions, products, and yield. Dataset: the Open Reaction Database (ORD), a public repository of structured organic reaction records The reactants are COc1nc2c(OCc3ccccc3)cccc2n1C, CO. Yields the product COc1nc2c(O)cccc2n1C. As a reaction SMILES: [CH2:1]([c:2]1[cH:3][cH:4][cH:5][cH:6][cH:7]1)[O:8][c:9]1[cH:10][cH:11][cH:12][c:13]2[n:14]([CH3:20])[c:15]([O:18][CH3:19])[n:16][c:17]12.[CH3:21][OH:22]>>[OH:8][c:9]1[cH:10][cH:11][cH:12][c:13]2[n:14]([CH3:20])[c:15]([O:18][CH3:19])[n:16][c:17]12. The reactants are COc1cc(C(=O)O)cc(OC)c1OC, Cc1cn(-c2cc(N)cc(C(F)(F)F)c2)cn1. The reagents and catalysts are CN(C)C(=[N+](C)C)ON1C2=C(C=CC=N2)N=N1.F[P-](F)(F)(F)(F)F (HATU), CCN(C(C)C)C(C)C (DIPEA), C1=CC2=C(N=C1)N(N=N2)O (HOAt). Run in CN(C)C=O (DMF), CN(C)C=O (DMF), CN(C)C=O (DMF), CN(C)C=O (DMF), CN(C)C=O (DMF), CN(C)C=O (DMF). Reaction conditions: temperature 25 celsius, time 2 hour. Product: COc1cc(C(=O)Nc2cc(-n3cnc(C)c3)cc(C(F)(F)F)c2)cc(OC)c1OC. Yield: 7.0%. Reaction SMILES: Cc1cn(-c2cc(N)cc(C(F)(F)F)c2)cn1.COc1cc(C(=O)O)cc(OC)c1OC.CN(C)C(=[N+](C)C)ON1C2=C(C=CC=N2)N=N1.F[P-](F)(F)(F)(F)F.C1=CC2=C(N=C1)N(N=N2)O.CCN(C(C)C)C(C)C.CN(C)C=O>>COc1cc(C(=O)Nc2cc(-n3cnc(C)c3)cc(C(F)(F)F)c2)cc(OC)c1OC. The reactants are COC=1C=C2CCNCC2=CC1OC (6,7-dimethoxy-1,2,3,4-tetrahydroisoquinoline), N1=C(Cl)N=C(Cl)N=C1Cl (cyanuric chloride), C([O-])([O-])=O.[Na+].[Na+] (sodium carbonate). The solvent is O1CCOCC1 (dioxane). Yields the product ClC1=NC(=NC(=N1)N1CC2=CC(=C(C=C2CC1)OC)OC)N1CC2=CC(=C(C=C2CC1)OC)OC (2-Chloro-4,6-bis-(6,7-dimethoxy-1,2,3,4-tetrahydroisoquinolin-2-yl)-1,3,5 triazine). Reaction SMILES: [CH3:1][O:2][C:3]1[CH:4]=[C:5]2[C:10](=[CH:11][C:12]=1[O:13][CH3:14])[CH2:9][NH:8][CH2:7][CH2:6]2.[N:15]1[C:22](Cl)=[N:21][C:19](Cl)=[N:18][C:16]=1[Cl:17].[C:24](=[O:27])([O-])[O-].[Na+].[Na+]>O1CCOCC1>[Cl:17][C:16]1[N:15]=[C:22]([N:8]2[CH2:7][CH2:6][C:5]3[C:10](=[CH:11][C:12]([O:13][CH3:14])=[C:3]([O:2][CH3:1])[CH:4]=3)[CH2:9]2)[N:21]=[C:19]([N:8]2[CH2:7][CH2:6][C:5]3[C:10](=[CH:11][C:12]([O:27][CH3:24])=[C:3]([O:2][CH3:1])[CH:4]=3)[CH2:9]2)[N:18]=1 |f:2.3.4|. Reported procedure: A vigorously stirred dispersion of 6,7-dimethoxy-1,2,3,4-tetrahydroisoquinoline (9.57 g, 40.4 mM) and cyanuric chloride (3.75 g, 20.2 mM) in dioxane (80 mL) was treated with sodium carbonate solution (0° C., 1M, 80 mL) at 0° C. for 0.5 hr then 4 hr at ambient temperature. Extraction with chloroform (4×70 mL), washing with saturated sodium chloride solution (80 mL), filtration through a cotton plug and concentration afforded an oil. Evaporation from benzene (2×40 mL) left a white foam which was t... The reactants are CCCCC(F)C(O)CCC1C(OC2CCCCO2)CC2CC(=CCCCC(=O)O)CC21, CC(C)O. The product is CCCCC(F)C(=O)CCC1C(OC2CCCCO2)CC2CC(=CCCCC(=O)O)CC21. Reaction SMILES: [C:1](=[O:2])([OH:3])[CH2:4][CH2:5][CH2:6][CH:7]=[C:8]1[CH2:9][CH:10]2[CH2:11][CH:12]([O:26][CH:27]3[O:28][CH2:29][CH2:30][CH2:31][CH2:32]3)[CH:13]([CH2:16][CH2:17][CH:18]([CH:19]([CH2:20][CH2:21][CH2:22][CH3:23])[F:24])[OH:25])[CH:14]2[CH2:15]1.[CH:33]([OH:34])([CH3:35])[CH3:36]>>[C:1](=[O:2])([OH:3])[CH2:4][CH2:5][CH2:6][CH:7]=[C:8]1[CH2:9][CH:10]2[CH2:11][CH:12]([O:26][CH:27]3[O:28][CH2:29][CH2:30][CH2:31][CH2:32]3)[CH:13]([CH2:16][CH2:17][C:18]([CH:19]([CH2:20][CH2:21][CH2:22][CH3:23])[F:24])=[O:25])[CH:14]2[CH2:15]1. As a reaction SMILES: S(Cl)([Cl:3])=O.[CH3:5][C:6]1[C:11]([CH2:12]O)=[CH:10][CH:9]=[CH:8][N:7]=1.C([O-])(O)=O.[Na+]>C(Cl)Cl>[Cl:3][CH2:12][C:11]1[C:6]([CH3:5])=[N:7][CH:8]=[CH:9][CH:10]=1 |f:2.3|. The solvent is C(Cl)Cl (DCM). Reactants: S(=O)(Cl)Cl (thionyl chloride), CC1=NC=CC=C1CO ((2-methyl-3-pyridinyl)methanol), C(=O)(O)[O-].[Na+] (NaHCO3). Procedure details: In a 50 ml round bottomed flask, under argon at 0° C., thionyl chloride (12 mL, 164 mmol) was cautiously added to (2-methyl-3-pyridinyl)methanol (8 g, 65.0 mmol). Process was exothermic and white fumes were formed. At the end of the addition the obtained brown solution was heated at 85° C. for 40 minutes. The reaction mixture was evaporated to get the crude material as solid yellow slurry that was then taken up with NaHCO3 saturated solution (300 ml)/DCM (300 ml). The phases were separated and t... The product is ClCC=1C(=NC=CC1)C (3-(chloromethyl)-2-methylpyridine). The yield is 94.5%. Reaction conditions: temperature 85 celsius.